describe an organic reaction: reactants, conditions, products, and yield From a dataset of the Open Reaction Database (ORD), a public repository of structured organic reaction records. The reactants are [Cl-].C(C)N1N=C2C(=C1)SC(=C2)C[NH3+] ((2-Ethyl-2H-thieno[3,2-c]pyrazol-5-yl)methanaminium chloride), C(C)N1N=CC2=C1C=C(S2)C(=O)OC (methyl 1-ethyl-1H-thieno[3,2-c]pyrazole-5-carboxylate), Cl.S1C(=CC=2C=NC=CC21)CN (Thieno[3,2-c]pyridin-2-ylmethanamine hydrochloride). Yields the product [Cl-].C(C)N1N=CC2=C1C=C(S2)CN ((1-Ethyl-1H-thieno[3,2-c]pyrazol-5-yl)methanamine chloride). As a reaction SMILES: [Cl-:1].C([N:4]1[CH:8]=[C:7]2[S:9][C:10]([CH2:12][NH3+:13])=[CH:11][C:6]2=[N:5]1)C.[CH2:14](N1C2C=C(C(OC)=O)SC=2C=N1)[CH3:15].Cl.S1C2C=CN=CC=2C=C1CN>>[Cl-:1].[CH2:14]([N:5]1[C:6]2[CH:11]=[C:10]([CH2:12][NH2:13])[S:9][C:7]=2[CH:8]=[N:4]1)[CH3:15] |f:0.1,3.4,5.6|. Procedure: Intermediate G′ was prepared from methyl 1-ethyl-1H-thieno[3,2-c]pyrazole-5-carboxylate (G′-3) following similar procedures for synthesizing intermediate D from D-2, as described above. MS (m/z): 182 (M+1)+. The reactants are ClC1=CC=C(C(C(=O)OCC)=C1)O (ethyl 5-chloro-salicylate), CCOCC (ether), C(C)I (ethyl iodide), [Mg] (magnesium), CCOCC (ether), CCOCC (ether). Yields the product ClC=1C=CC(=C(C1)C(O)(CC)CC)O (5-chloro-α,α-diethyl-2-hydroxy-benzene-methanol). Reaction SMILES: [CH2:1](I)[CH3:2].[Mg].[Cl:5][C:6]1[CH:16]=[C:10]([C:11]([O:13]CC)=O)[C:9]([OH:17])=[CH:8][CH:7]=1.[CH3:18][CH2:19]OCC>>[Cl:5][C:6]1[CH:7]=[CH:8][C:9]([OH:17])=[C:10]([C:11]([CH2:1][CH3:2])([CH2:18][CH3:19])[OH:13])[CH:16]=1. Reported procedure: A solution of 124.8 g of ethyl iodide in 200 ml of anhydrous ether was added dropwise to a stirred dispersion of 19.5 g of magnesium turnings in 100 ml of anhydrous ether and the mixture was refluxed for 45 minutes and cooled in a ice water bath. A solution of 37.2 g of ethyl 5-chloro-salicylate in 120 ml of anhydrous ether was added thereto dropwise and the ether was distilled off while being replaced with 350 ml of anhydrous benzene. The solution was refluxed for 6 hours and was then cooled to... Reactants: O=C([O-])O, CO, CCO, ClCCl, ClCCl, Cl, COc1ccc(C(=O)CN2CCN(c3cc4c(cc3F)c(=O)c(C(=O)O)cn4-c3ccc([N+](=O)[O-])cc3F)CC2)cc1, NO, [Na+], O. Product: COc1ccc(C(CN2CCN(c3cc4c(cc3F)c(=O)c(C(=O)O)cn4-c3ccc([N+](=O)[O-])cc3F)CC2)=NO)cc1. As a reaction SMILES: [C:46](=[O:47])([OH:48])[O-:49].[CH3:54][OH:55].[CH3:56][CH2:57][OH:58].[Cl:51][CH2:52][Cl:53].[Cl:60][CH2:61][Cl:62].[ClH:43].[N+:1](=[O:2])([O-:3])[c:4]1[cH:5][c:6]([F:42])[c:7](-[n:10]2[cH:11][c:12]([C:39](=[O:40])[OH:41])[c:13](=[O:38])[c:14]3[cH:15][c:16]([F:37])[c:17]([N:20]4[CH2:21][CH2:22][N:23]([CH2:26][C:27](=[O:28])[c:29]5[cH:30][cH:31][c:32]([O:35][CH3:36])[cH:33][cH:34]5)[CH2:24][CH2:25]4)[cH:18][c:19]23)[cH:8][cH:9]1.[NH2:44][OH:45].[Na+:50].[OH2:59]>>[N+:1](=[O:2])([O-:3])[c:4]1[cH:5][c:6]([F:42])[c:7](-[n:10]2[cH:11][c:12]([C:39](=[O:40])[OH:41])[c:13](=[O:38])[c:14]3[cH:15][c:16]([F:37])[c:17]([N:20]4[CH2:21][CH2:22][N:23]([CH2:26][C:27]([c:29]5[cH:30][cH:31][c:32]([O:35][CH3:36])[cH:33][cH:34]5)=[N:44][OH:45])[CH2:24][CH2:25]4)[cH:18][c:19]23)[cH:8][cH:9]1. Reactants: N1=CC=CC=C1 (Pyridine), [N+](=O)([O-])C=1C=C(C=C(C1)C(F)(F)F)OCCN (2-((3-Nitro-5-(trifluoromethyl)phenyl)oxy)ethylamine), S(=O)(=O)(C)Cl (mesyl chloride). The solvent is C(Cl)Cl (CH2Cl2). Run at temperature 0 celsius, time 18 hour. Yields the product [N+](=O)([O-])C=1C=C(C=C(C1)C(F)(F)F)OCCNS(=O)(=O)C (N-(2-((3-nitro-5-(trifluoromethyl)phenyl)oxy)ethyl)-methanesulfonamide). As a reaction SMILES: [N+:1]([C:4]1[CH:5]=[C:6]([O:14][CH2:15][CH2:16][NH2:17])[CH:7]=[C:8]([C:10]([F:13])([F:12])[F:11])[CH:9]=1)([O-:3])=[O:2].N1C=CC=CC=1.[S:24](Cl)([CH3:27])(=[O:26])=[O:25]>C(Cl)Cl>[N+:1]([C:4]1[CH:5]=[C:6]([O:14][CH2:15][CH2:16][NH:17][S:24]([CH3:27])(=[O:26])=[O:25])[CH:7]=[C:8]([C:10]([F:11])([F:12])[F:13])[CH:9]=1)([O-:3])=[O:2]. Procedure details: 2-((3-Nitro-5-(trifluoromethyl)phenyl)oxy)ethylamine (4.05 g, 16.2 mmols, 1 eq) was dissolved in 100 mL of CH2Cl2. The solution was cooled to 0° C. Pyridine (2.6 mL, 32.4 mmols, 2 eq) was added followed by mesyl chloride (1.25 mL, 16.2 mmols, 1 eq). The reaction was stirred for 18 h during which time it was warmed slowly to RT. The solvent was removed in vacuo, and the residue dissolved in EtOAc. The resulting solution was washed twice with 2 N HCl, once with water, and 3× with brine. After bein...